From a dataset of the Open Reaction Database (ORD), a public repository of structured organic reaction records. describe an organic reaction: reactants, conditions, products, and yield The reactants are C(C)(C)NC(C)C (diisopropylamine), atmosphere, C(CCC)[Li] (butyllithium), C(C#C)(=O)OCC (ethyl propiolate), [N+](=O)([O-])C1=C(C=O)C=CC(=C1)NC(=O)C1=CC=C(C=C1)C (2-nitro-4-(p-toluoylamino)-benzaldehyde), C(C)(=O)O (acetic acid). Solvent: O1CCCC1 (tetrahydrofuran), O1CCCC1 (tetrahydrofuran). Run at time 30 minute. Product: OC(C#CC(=O)OCC)C1=C(C=C(C=C1)NC(=O)C1=CC=C(C=C1)C)[N+](=O)[O-] (ethyl 4-hydroxy-4-(2-nitro-4-(p-toluoylamino)-phenyl)-2-butynoate). Isolated yield 90.3%. RXN SMILES: C(NC(C)C)(C)C.C([Li])CCC.[C:13]([O:17][CH2:18][CH3:19])(=[O:16])[C:14]#[CH:15].[N+:20]([C:23]1[CH:30]=[C:29]([NH:31][C:32]([C:34]2[CH:39]=[CH:38][C:37]([CH3:40])=[CH:36][CH:35]=2)=[O:33])[CH:28]=[CH:27][C:24]=1[CH:25]=[O:26])([O-:22])=[O:21].C(O)(=O)C>O1CCCC1>[OH:26][CH:25]([C:24]1[CH:27]=[CH:28][C:29]([NH:31][C:32]([C:34]2[CH:39]=[CH:38][C:37]([CH3:40])=[CH:36][CH:35]=2)=[O:33])=[CH:30][C:23]=1[N+:20]([O-:22])=[O:21])[C:15]#[C:14][C:13]([O:17][CH2:18][CH3:19])=[O:16]. Procedure: To a solution of diisopropylamine (0.11 ml, 0.82 mmole) in tetrahydrofuran (2 ml) at -78° C. was added under the argon atmosphere 1.5N butyllithium (0.51 ml, 0.77 mmole), and the mixture was stirred for 30 minutes. Next, to this reaction mixture were added ethyl propiolate (93 μl, 0.92 mmole) followed by a solution of 2-nitro-4-(p-toluoylamino)-benzaldehyde (144.5 mg, 0.51 mmole), and the mixture was further stirred at -78° C. for 1 hour. After a solution of acetic acid (90 μl, 1.58 mmole) in te... Starting materials: C1(CCCCC1)N1CN(C(C1)=O)C1=CC=C(C=C1)[N+](=O)[O-] (1-Cyclohexyl-3-(4-nitrophenyl)-imidazolidin-4-one). The reagents and catalysts are [Ni] (Raney nickel). Run in C(C)O (ethanol). Yields the product C1(CCCCC1)N1CN(C(C1)=O)C1=CC=C(C=C1)N (1-Cyclohexyl-3-(4-aminophenyl)-imidazolidin-4-one). As a reaction SMILES: [CH:1]1([N:7]2[CH2:11][C:10](=[O:12])[N:9]([C:13]3[CH:18]=[CH:17][C:16]([N+:19]([O-])=O)=[CH:15][CH:14]=3)[CH2:8]2)[CH2:6][CH2:5][CH2:4][CH2:3][CH2:2]1>C(O)C.[Ni]>[CH:1]1([N:7]2[CH2:11][C:10](=[O:12])[N:9]([C:13]3[CH:14]=[CH:15][C:16]([NH2:19])=[CH:17][CH:18]=3)[CH2:8]2)[CH2:2][CH2:3][CH2:4][CH2:5][CH2:6]1. Procedure details: 1-Cyclohexyl-3-(4-nitrophenyl)-imidazolidin-4-one (2.9g) was dissolved in ethanol (500 ml) and 200 mg Raney nickel added. The mixture was then hydrogenated. Starting materials: C(C)(=O)NC=1C=C2CCC(C(C2=CC1)=O)=CN(C)C (6-acetamido-2-(N,N-dimethylaminomethylidene)-1-tetralone), N1CCCCC1 (piperidine). The product is C(C)(=O)NC=1C=C2CCC(C(C2=CC1)=O)=CN1CCCCC1 (6-acetamido-2-(1-piperidinylmethylidene)-1-tetralone). RXN SMILES: [C:1]([NH:4][C:5]1[CH:6]=[C:7]2[C:12](=[CH:13][CH:14]=1)[C:11](=[O:15])[C:10](=[CH:16][N:17]([CH3:19])[CH3:18])[CH2:9][CH2:8]2)(=[O:3])[CH3:2].N1CC[CH2:23][CH2:22][CH2:21]1>>[C:1]([NH:4][C:5]1[CH:6]=[C:7]2[C:12](=[CH:13][CH:14]=1)[C:11](=[O:15])[C:10](=[CH:16][N:17]1[CH2:18][CH2:23][CH2:22][CH2:21][CH2:19]1)[CH2:9][CH2:8]2)(=[O:3])[CH3:2]. Procedure: A mixture of 6-acetamido-2-(N,N-dimethylaminomethylidene)-1-tetralone (11 g) obtained in Example 41-1) and piperidine (100 ml) was refluxed with heating for 24 hours. After excess piperidine was distilled out under reduced pressure, the resulting residue was crystallized using tetrahydrofuran-isopropyl ether to give 6-acetamido-2-(1-piperidinylmethylidene)-1-tetralone (7 g) as a light yellow powder. The reactants are NC1=NN(C2=C1C=NC(=C2)NC(=O)N[C@H](C)C2=CC=CC=C2)C(C2=CC=CC=C2)(C2=CC=CC=C2)C2=CC=CC=C2 ((R)-1-(3-amino-1-trityl-1H-pyrazolo[4,3-c]pyridin-6-yl)-3-(1-phenylethyl)urea), C1(OC(C2=CC=CC=C12)=O)=O (isobenzofuran-1,3-dione). Solvent: O1CCOCC1 (dioxane). Run at temperature 110 celsius. Yields the product O=C1N(C(C2=CC=CC=C12)=O)C1=NN(C2=C1C=NC(=C2)NC(=O)N[C@H](C)C2=CC=CC=C2)C(C2=CC=CC=C2)(C2=CC=CC=C2)C2=CC=CC=C2 ((R)-1-(3-(1,3-dioxoisoindolin-2-yl)-1-trityl-1H-pyrazolo[4,3-c]pyridin-6-yl)-3-(1-phenylethyl)urea). RXN SMILES: [NH2:1][C:2]1[C:6]2[CH:7]=[N:8][C:9]([NH:11][C:12]([NH:14][C@@H:15]([C:17]3[CH:22]=[CH:21][CH:20]=[CH:19][CH:18]=3)[CH3:16])=[O:13])=[CH:10][C:5]=2[N:4]([C:23]([C:36]2[CH:41]=[CH:40][CH:39]=[CH:38][CH:37]=2)([C:30]2[CH:35]=[CH:34][CH:33]=[CH:32][CH:31]=2)[C:24]2[CH:29]=[CH:28][CH:27]=[CH:26][CH:25]=2)[N:3]=1.[C:42]1(=O)[C:50]2[C:45](=[CH:46][CH:47]=[CH:48][CH:49]=2)[C:44](=[O:51])[O:43]1>O1CCOCC1>[O:43]=[C:42]1[C:50]2[C:45](=[CH:46][CH:47]=[CH:48][CH:49]=2)[C:44](=[O:51])[N:1]1[C:2]1[C:6]2[CH:7]=[N:8][C:9]([NH:11][C:12]([NH:14][C@@H:15]([C:17]3[CH:22]=[CH:21][CH:20]=[CH:19][CH:18]=3)[CH3:16])=[O:13])=[CH:10][C:5]=2[N:4]([C:23]([C:24]2[CH:25]=[CH:26][CH:27]=[CH:28][CH:29]=2)([C:36]2[CH:41]=[CH:40][CH:39]=[CH:38][CH:37]=2)[C:30]2[CH:31]=[CH:32][CH:33]=[CH:34][CH:35]=2)[N:3]=1. Procedure details: (R)-1-(3-Amino-1-trityl-1H-pyrazolo[4,3-c]pyridin-6-yl)-3-(1-phenylethyl)urea (Example 47, Step 1; 503 mg, 0.934 mmol) and isobenzofuran-1,3-dione (159 mg, 1.074 mmol) were added to a 1.5 mL microwave vial, charged with dioxane (4 mL), and heated to 110° C. for 4.5 h. The solvents were concentrated in vacuo and the residue was purified by flash chromatography (2-10% EtOAc/DCM) to give (R)-1-(3-(1,3-dioxoisoindolin-2-yl)-1-trityl-1H-pyrazolo[4,3-c]pyridin-6-yl)-3-(1-phenylethyl)urea. MS ESI calc'... The reactants are CCCCc1ncc(C=C2C(=O)N(CCCC)C(=O)N2Cc2cccs2)n1Cc1ccc(C(=O)OC(C)(C)C)cc1, ClCCl, O=C(O)C(F)(F)F. Yields the product CCCCc1ncc(C=C2C(=O)N(CCCC)C(=O)N2Cc2cccs2)n1Cc1ccc(C(=O)O)cc1. RXN SMILES: [CH2:1]([CH2:2][CH2:3][CH3:4])[c:5]1[n:6]([CH2:28][c:29]2[cH:30][cH:31][c:32]([C:33](=[O:34])[O:35][C:36]([CH3:37])([CH3:38])[CH3:39])[cH:40][cH:41]2)[c:7]([CH:10]=[C:11]2[N:12]([CH2:22][c:23]3[s:24][cH:25][cH:26][cH:27]3)[C:13](=[O:21])[N:14]([CH2:17][CH2:18][CH2:19][CH3:20])[C:15]2=[O:16])[cH:8][n:9]1.[CH2:42]([Cl:43])[Cl:44].[OH:45][C:46]([C:47]([F:48])([F:49])[F:50])=[O:51]>>[CH2:1]([CH2:2][CH2:3][CH3:4])[c:5]1[n:6]([CH2:28][c:29]2[cH:30][cH:31][c:32]([C:33](=[O:34])[OH:35])[cH:40][cH:41]2)[c:7]([CH:10]=[C:11]2[N:12]([CH2:22][c:23]3[s:24][cH:25][cH:26][cH:27]3)[C:13](=[O:21])[N:14]([CH2:17][CH2:18][CH2:19][CH3:20])[C:15]2=[O:16])[cH:8][n:9]1.